Dataset: the Open Reaction Database (ORD), a public repository of structured organic reaction records. Task: describe an organic reaction: reactants, conditions, products, and yield Reactants: CO (methanol), [H-].[Al+3].[Li+].[H-].[H-].[H-] (lithium aluminum hydride), C[C@@H](CN=[N+]=[N-])[C@H](CCC=C(C)C)C (2(R),3(S),7-trimethyl-1-azido-6-octene). Solvent: C1CCOC1 (THF), C1CCOC1 (THF). Reaction conditions: time 15 minute. The product is C[C@@H](CN)[C@H](CCC=C(C)C)C (2(R),3(S),7-Trimethyl-1-amino-6-octene). As a reaction SMILES: [H-].[Al+3].[Li+].[H-].[H-].[H-].[CH3:7][C@H:8]([C@@H:13]([CH3:20])[CH2:14][CH2:15][CH:16]=[C:17]([CH3:19])[CH3:18])[CH2:9][N:10]=[N+]=[N-].CO>C1COCC1>[CH3:7][C@H:8]([C@@H:13]([CH3:20])[CH2:14][CH2:15][CH:16]=[C:17]([CH3:18])[CH3:19])[CH2:9][NH2:10] |f:0.1.2.3.4.5|. Procedure details: 6.3 mL (6.3 mmol) of 1M lithium aluminum hydride in THF was added dropwise to a solution of 2(R),3(S),7-trimethyl-1-azido-6-octene in 10 mL of THF at 0° C. The reaction mixture was heated to reflux 18 hrs. After cooling in ice bath, ~1 mL of methanol was added dropwise cautiously. After the effervescence stopped, the reaction mixture was concentrated to 30% of the volume and 1N solution of potassium sodium tartrate was added. After stirring 15 mins, the reaction mixture was extracted with ethyl ... The reactants are ClC1=CC=C(C=C1)C1=NC=2C(=NC=CC2)N1CC(=O)O (2-(4-chlorophenyl)-3H-imidazo[4,5-b]pyridine-3-acetic acid), C(=O)(N1C=NC=C1)N1C=NC=C1 (1,1'-carbonyldiimidazole), N1CCOCC1 (morpholine). The solvent is O1CCCC1 (tetrahydrofuran), O1CCCC1 (tetrahydrofuran). Reaction conditions: time 8 hour. Product: ClC1=CC=C(C=C1)C1=NC=2C(=NC=CC2)N1CC(=O)N1CCOCC1 (2-(4-Chlorophenyl)-3-[2-(4-morpholinyl)-2-oxoethyl]-3H-imidazo-[4,5-b]pyridine). Reaction SMILES: [Cl:1][C:2]1[CH:7]=[CH:6][C:5]([C:8]2[N:16]([CH2:17][C:18]([OH:20])=O)[C:11]3=[N:12][CH:13]=[CH:14][CH:15]=[C:10]3[N:9]=2)=[CH:4][CH:3]=1.C(N1C=CN=C1)(N1C=CN=C1)=O.[NH:33]1[CH2:38][CH2:37][O:36][CH2:35][CH2:34]1>O1CCCC1>[Cl:1][C:2]1[CH:3]=[CH:4][C:5]([C:8]2[N:16]([CH2:17][C:18]([N:33]3[CH2:38][CH2:37][O:36][CH2:35][CH2:34]3)=[O:20])[C:11]3=[N:12][CH:13]=[CH:14][CH:15]=[C:10]3[N:9]=2)=[CH:6][CH:7]=1. Procedure: A stream of nitrogen gas was bubbled through a stirred suspension of 2-(4-chlorophenyl)-3H-imidazo[4,5-b]pyridine-3-acetic acid (5.96 g, 0.0208 mole), 1,1'-carbonyldiimidazole (3.37 g, 0.0208 mole), and anhydrous tetrahydrofuran (100 ml) at room temperature for 3 hrs. To the resulting solution was added dropwise a solution of morpholine (1.81 g, 0.0208 mole) in tetrahydrofuran (10 ml). The reaction mixture was stirred overnight at room temperature. The tetrahydrofuran was evaporated and the crys... Reactants: CCOC(C)=O, CN1CCC(Sc2c(Cl)cc([N+](=O)[O-])cc2Cl)CC1. Product: CN1CCC(Sc2c(Cl)cc(N)cc2Cl)CC1. RXN SMILES: [CH3:20][CH2:21][O:22][C:23](=[O:24])[CH3:25].[Cl:1][c:2]1[c:3]([S:12][CH:13]2[CH2:14][CH2:15][N:16]([CH3:19])[CH2:17][CH2:18]2)[c:4]([Cl:11])[cH:5][c:6]([N+:8]([O-:9])=[O:10])[cH:7]1>>[Cl:1][c:2]1[c:3]([S:12][CH:13]2[CH2:14][CH2:15][N:16]([CH3:19])[CH2:17][CH2:18]2)[c:4]([Cl:11])[cH:5][c:6]([NH2:8])[cH:7]1. The reactants are ClC1=CC=C(C=C1)CCC[C@@H](C(=O)O)[C@H](C)NOC1OCCCC1 ((2R,3S)-2-(3-(4-chlorophenyl)-1-propyl)-3-(2-tetrahydropyranyloxyamino)butanoic acid), C(C)(=O)OC=O (formic acetic anhydride). The solvent is N1=CC=CC=C1 (pyridine). Reaction conditions: temperature 25 celsius, time 3 hour. Product: ClC1=CC=C(C=C1)CCC[C@@H](C(=O)O)[C@H](C)N(OC1OCCCC1)C=O ((2R,3S)-2-(3-(4-chlorophenyl)-1-propyl)-3-(formyl-2-tetrahydropyranyloxyamino)butanoic acid). The yield is 94.0%. RXN SMILES: [Cl:1][C:2]1[CH:7]=[CH:6][C:5]([CH2:8][CH2:9][CH2:10][C@H:11]([C@@H:15]([NH:17][O:18][CH:19]2[CH2:24][CH2:23][CH2:22][CH2:21][O:20]2)[CH3:16])[C:12]([OH:14])=[O:13])=[CH:4][CH:3]=1.[C:25](OC=O)(=[O:27])C>N1C=CC=CC=1>[Cl:1][C:2]1[CH:7]=[CH:6][C:5]([CH2:8][CH2:9][CH2:10][C@H:11]([C@@H:15]([N:17]([CH:25]=[O:27])[O:18][CH:19]2[CH2:24][CH2:23][CH2:22][CH2:21][O:20]2)[CH3:16])[C:12]([OH:14])=[O:13])=[CH:4][CH:3]=1. Procedure: To a solution of (2R,3S)-2-(3-(4-chlorophenyl)-1-propyl)-3-(2-tetrahydropyranyloxyamino)butanoic acid (380 mg, 1.07 mmol) in pyridine (4 mL) at 0° C. is added formic acetic anhydride (0.9 mL). The resulting solution is allowed to warm to 25° C., stirred for 3 h, and then concentrated to dryness under reduced pressure. The resulting gum is dissolved in ethyl acetate (30 mL) and washed sequentially with 1 M hydrochloric acid (20 mL) and saturated aqueous sodium chloride solution. The organic layer... Reactants: NC1=CC=C(C(=O)O)C=C1 (4-aminobenzoic acid), N(=O)C1=CC=CC=C1 (nitrosobenzene). Solvent: C(C)(=O)O (acetic acid). Conditions: time 16 hour. The product is C1(=CC=CC=C1)N=NC1=CC=C(C=C1)C(=O)O ([4-(phenylazo)phenyl]-methanoic acid). Isolated yield 72.3%. RXN SMILES: [NH2:1][C:2]1[CH:10]=[CH:9][C:5]([C:6]([OH:8])=[O:7])=[CH:4][CH:3]=1.[N:11]([C:13]1[CH:18]=[CH:17][CH:16]=[CH:15][CH:14]=1)=O>C(O)(=O)C>[C:13]1([N:11]=[N:1][C:2]2[CH:10]=[CH:9][C:5]([C:6]([OH:8])=[O:7])=[CH:4][CH:3]=2)[CH:18]=[CH:17][CH:16]=[CH:15][CH:14]=1. Procedure details: 9.18 g (0.067 mol) of 4-aminobenzoic acid (Merck, purum) was placed in a 250 mL one-necked round flask with a magnetic stirring bar and 100 mL of glacial acetic acid was added causing a light yellow solution. After 20 minutes 7.21 g (0.067 mol) of nitrosobenzene (Fluka, purum) was added in one portion immediately forming a green solution with particles. Stirring at room temperature was continued for 16 h. The formed metal shining precipitate was filtered off and washed once with 50 mL of cold gl...